This data is from the Open Reaction Database (ORD), a public repository of structured organic reaction records. The task is: describe an organic reaction: reactants, conditions, products, and yield Solvent: C1(=CC=CC=C1)C (toluene). The reactants are C(#N)C1=NC=C(C(=O)O)C=C1 (6-Cyano-nicotinic acid), S(=O)(Cl)Cl (thionyl chloride). Product: C(#N)C1=NC=C(C(=O)Cl)C=C1 (6-Cyano-nicotinoyl chloride). Reagents/catalysts: CN(C)C=O (DMF). Reported procedure: 6-Cyano-nicotinic acid (120 mg, 810 μmol) was suspended in toluene (1 mL) and thionyl chloride (119 μL, 1.62 mmol) was added dropwise followed by one drop of DMF. The reaction mixture was refluxed for 2.5 hours and then allowed to cool to room temperature for 18 hours. The solvents were removed in vacuo and the residue was azeotroped with toluene to furnish the title compound as a brown oil (134 mg) which was used in further experiments without purification. The yield is 99.3%. Reaction SMILES: [C:1]([C:3]1[CH:11]=[CH:10][C:6]([C:7](O)=[O:8])=[CH:5][N:4]=1)#[N:2].S(Cl)([Cl:14])=O>C1(C)C=CC=CC=1.CN(C=O)C>[C:1]([C:3]1[CH:11]=[CH:10][C:6]([C:7]([Cl:14])=[O:8])=[CH:5][N:4]=1)#[N:2]. Reactants: COC(=O)CCCCBr, C[O-], CO, [Na+]. Yields the product COCCCCC(=O)OC. Reaction SMILES: [Br:1][CH2:2][CH2:3][CH2:4][CH2:5][C:6](=[O:7])[O:8][CH3:9].[CH3:10][O-:11].[CH3:13][OH:14].[Na+:12]>>[CH2:2]([CH2:3][CH2:4][CH2:5][C:6](=[O:7])[O:8][CH3:9])[O:11][CH3:10]. Reactants: CC(C)(C)c1ccc(CCCO)cc1, CN(C)C=O, COCc1ncnc(Cl)c1OC, [H-], [Na+]. The product is COCc1ncnc(OCCCc2ccc(C(C)(C)C)cc2)c1OC. Reaction SMILES: [C:1]([CH3:2])([CH3:3])([CH3:4])[c:5]1[cH:6][cH:7][c:8]([CH2:11][CH2:12][CH2:13][OH:14])[cH:9][cH:10]1.[CH3:29][N:30]([CH3:31])[CH:32]=[O:33].[Cl:17][c:18]1[n:19][cH:20][n:21][c:22]([CH2:26][O:27][CH3:28])[c:23]1[O:24][CH3:25].[H-:15].[Na+:16]>>[C:1]([CH3:2])([CH3:3])([CH3:4])[c:5]1[cH:6][cH:7][c:8]([CH2:11][CH2:12][CH2:13][O:14][c:18]2[n:19][cH:20][n:21][c:22]([CH2:26][O:27][CH3:28])[c:23]2[O:24][CH3:25])[cH:9][cH:10]1. Reactants: NC=1C=C2C(=CNC2=CC1)C=1CCN(CC1)C (5-amino-3-(1-methyl-1,2,3,6-tetrahydropyridin-4-yl)-1H-indole), ClC1=CC=C(C(=O)Cl)C=C1 (4-chlorobenzoyl chloride). The product is ClC1=CC=C(C(=O)NC=2C=C3C(=CNC3=CC2)C=2CCN(CC2)C)C=C1 (5-(4-chlorobenzoyl)amino-3-(1-methyl-1,2,3,6-tetrahydropyridin-4-yl)-1H-indole). The yield is 29.7%. Reaction SMILES: [NH2:1][C:2]1[CH:3]=[C:4]2[C:8](=[CH:9][CH:10]=1)[NH:7][CH:6]=[C:5]2[C:11]1[CH2:12][CH2:13][N:14]([CH3:17])[CH2:15][CH:16]=1.[Cl:18][C:19]1[CH:27]=[CH:26][C:22]([C:23](Cl)=[O:24])=[CH:21][CH:20]=1>>[Cl:18][C:19]1[CH:27]=[CH:26][C:22]([C:23]([NH:1][C:2]2[CH:3]=[C:4]3[C:8](=[CH:9][CH:10]=2)[NH:7][CH:6]=[C:5]3[C:11]2[CH2:12][CH2:13][N:14]([CH3:17])[CH2:15][CH:16]=2)=[O:24])=[CH:21][CH:20]=1. Reported procedure: Beginning with 1.13 gm (5.0 mMol) 5-amino-3-(1-methyl-1,2,3,6-tetrahydropyridin-4-yl)-1H-indole and 0.64 mL (5.0 mMol) 4-chlorobenzoyl chloride, 0.544 gm (29.9%) of the title compound were recovered as a tan solid. Procedure details: Coupling of N-methyl-(D)-phenylalanyl-(L)-tryptophan methyl ester hydrochloride (see example 1) with 3,5-dimethoxybenzoic acid according to example 12 followed by hydrolysis of the methyl ester moiety according to example 1 gives N-(3,5-dimethoxybenzoyl)-N-methyl-(D)-phenylalanyl-(L)-tryptophan; FAB-MS m/e 530 (M+H)+. Starting materials: Cl.COC([C@@H](NC([C@H](NC)CC1=CC=CC=C1)=O)CC1=CNC2=CC=CC=C12)=O (N-methyl-(D)-phenylalanyl-(L)-tryptophan methyl ester hydrochloride), COC=1C=C(C(=O)O)C=C(C1)OC (3,5-dimethoxybenzoic acid), methyl ester. RXN SMILES: Cl.C[O:3][C:4](=[O:29])[C@H:5]([CH2:19][C:20]1[C:28]2[C:23](=[CH:24][CH:25]=[CH:26][CH:27]=2)[NH:22][CH:21]=1)[NH:6][C:7](=[O:18])[C@@H:8]([CH2:11][C:12]1[CH:17]=[CH:16][CH:15]=[CH:14][CH:13]=1)[NH:9][CH3:10].[CH3:30][O:31][C:32]1[CH:33]=[C:34]([CH:38]=[C:39]([O:41][CH3:42])[CH:40]=1)[C:35](O)=[O:36]>>[CH3:42][O:41][C:39]1[CH:38]=[C:34]([CH:33]=[C:32]([O:31][CH3:30])[CH:40]=1)[C:35]([N:9]([CH3:10])[C@@H:8]([C:7]([NH:6][C@H:5]([C:4]([OH:3])=[O:29])[CH2:19][C:20]1[C:28]2[C:23](=[CH:24][CH:25]=[CH:26][CH:27]=2)[NH:22][CH:21]=1)=[O:18])[CH2:11][C:12]1[CH:17]=[CH:16][CH:15]=[CH:14][CH:13]=1)=[O:36] |f:0.1|. Yields the product COC=1C=C(C(=O)N([C@H](CC2=CC=CC=C2)C(=O)N[C@@H](CC2=CNC3=CC=CC=C23)C(=O)O)C)C=C(C1)OC (N-(3,5-dimethoxybenzoyl)-N-methyl-(D)-phenylalanyl-(L)-tryptophan). Starting materials: C(C)OC(=O)C1=C(CCC1)NCC1=CC=C(C=C1)Cl (2-(4-Chloro-benzylamino)-cyclopent-1-enecarboxylic acid ethyl ester), C(C)(=O)O[BH-](OC(C)=O)OC(C)=O.[Na+] (sodium triacetoxyborohydride). Solvent: C(C)(=O)O (acetic acid). Reaction conditions: temperature 25 celsius, time 3 hour. Product: C(C)OC(=O)C1C(CCC1)NCC1=CC=C(C=C1)Cl (2-(4-chloro-benzylamino)-cyclopentanecarboxylic acid ethyl ester). Yield: 80.9%. As a reaction SMILES: [CH2:1]([O:3][C:4]([C:6]1[CH2:10][CH2:9][CH2:8][C:7]=1[NH:11][CH2:12][C:13]1[CH:18]=[CH:17][C:16]([Cl:19])=[CH:15][CH:14]=1)=[O:5])[CH3:2].C(O[BH-](OC(=O)C)OC(=O)C)(=O)C.[Na+]>C(O)(=O)C>[CH2:1]([O:3][C:4]([CH:6]1[CH2:10][CH2:9][CH2:8][CH:7]1[NH:11][CH2:12][C:13]1[CH:14]=[CH:15][C:16]([Cl:19])=[CH:17][CH:18]=1)=[O:5])[CH3:2] |f:1.2|. Procedure: 2-(4-Chloro-benzylamino)-cyclopent-1-enecarboxylic acid ethyl ester (2.98 g, 10.68 mmol) was dissolved in glacial acetic acid (20 mL) and sodium triacetoxyborohydride (6.79 g, 32.04 mmol) was added at 0° C. The solution was allowed to warm to 25° C. and stirred for 3 h. The acetic acid was removed in vacuo and the residue was dissolved in dichloromethane. The solution was washed with saturated aqueous sodium bicarbonate solution followed by saturated aqueous brine solution. The organic layer was... Run in [OH-].[Na+] (sodium hydoxide). Yields the product ClC1=CC=C(C=C2C(C3(CC3)CC2)=O)C=C1 (5-(4-chlorobenzylidene)spiro[2.4]-heptan-4-one). Reactants: C1CC12C(CCC2)=O (spiro-[2.4]-heptan-4-one), ClC1=CC=C(C=O)C=C1 (4-chlorobenzaldehyde). Reaction SMILES: [CH2:1]1[C:3]2([CH2:7][CH2:6][CH2:5][C:4]2=[O:8])[CH2:2]1.[Cl:9][C:10]1[CH:17]=[CH:16][C:13]([CH:14]=O)=[CH:12][CH:11]=1>[OH-].[Na+]>[Cl:9][C:10]1[CH:17]=[CH:16][C:13]([CH:14]=[C:5]2[CH2:6][CH2:7][C:3]3([CH2:2][CH2:1]3)[C:4]2=[O:8])=[CH:12][CH:11]=1 |f:2.3|. Reported procedure: It is known that spiro-[2.4]-heptan-4-one can be reacted with 4-chlorobenzaldehyde in methanolic sodium hydoxide solution to give 5-(4-chlorobenzylidene)spiro[2.4]-heptan-4-one (see DE-A 43 20 498, Example 1). A disadvantage is the extremely long reaction time required, of 50 hours.